The task is: describe an organic reaction: reactants, conditions, products, and yield. This data is from the Open Reaction Database (ORD), a public repository of structured organic reaction records. Reported procedure: When 11.7 g of 1,5-diamino-4,8-dihydroxy-3,7-dibromoanthraquinone, compared Example 349a, are used as the anthraquinone component in Example 415a, then 3.9 g, corresponding to 32% of theory, of 1,5-diamino-4,8-dihydroxy-3-phenoxy-7-bromoanthraquinone are obtained quite analogously, the colour shade of which, adsorbed on silica gel, is a blue of Indicator Number 14 (Colour Index Hue Indication Chart). Reactants: NC1=CC(=C(C=2C(C3=C(C=C(C(=C3C(C12)=O)O)Br)N)=O)O)Br (1,5-diamino-4,8-dihydroxy-3,7-dibromoanthraquinone), C1=CC=CC=2C(C3=CC=CC=C3C(C12)=O)=O (anthraquinone). Reaction SMILES: [NH2:1][C:2]1[C:15]2[C:14](=[O:16])[C:13]3[C:8](=[C:9]([NH2:19])[CH:10]=[C:11]([Br:18])[C:12]=3[OH:17])[C:7](=[O:20])[C:6]=2[C:5]([OH:21])=[C:4](Br)[CH:3]=1.C1[C:36]2[C:35](=[O:37])[C:34]3[C:29](=CC=CC=3)[C:28](=O)[C:27]=2C=CC=1>>[NH2:1][C:2]1[C:15]2[C:14](=[O:16])[C:13]3[C:8](=[C:9]([NH2:19])[CH:10]=[C:11]([Br:18])[C:12]=3[OH:17])[C:7](=[O:20])[C:6]=2[C:5]([OH:21])=[C:4]([O:37][C:35]2[CH:36]=[CH:27][CH:28]=[CH:29][CH:34]=2)[CH:3]=1. Yields the product NC1=CC(=C(C=2C(C3=C(C=C(C(=C3C(C12)=O)O)Br)N)=O)O)OC1=CC=CC=C1 (1,5-diamino-4,8-dihydroxy-3-phenoxy-7-bromoanthraquinone). The reactants are CS(=O)(=O)N1CCN(c2ccc(Br)cc2)CC1, CC(C)(C)P(c1ccccc1-c1ccccc1)C(C)(C)C, C1COCCO1, CO, CC(C)(C)[O-], ClCCl, Cc1ncc(-c2ccnc(N)n2)n1C(C)C, [Na+], O=C(C=Cc1ccccc1)C=Cc1ccccc1, O=C(C=Cc1ccccc1)C=Cc1ccccc1, O=C(C=Cc1ccccc1)C=Cc1ccccc1, [Pd], [Pd]. Product: Cc1ncc(-c2ccnc(Nc3ccc(N4CCN(S(C)(=O)=O)CC4)cc3)n2)n1C(C)C. Reaction SMILES: [Br:17][c:18]1[cH:19][cH:20][c:21]([N:24]2[CH2:25][CH2:26][N:27]([S:30](=[O:31])(=[O:32])[CH3:33])[CH2:28][CH2:29]2)[cH:22][cH:23]1.[C:34]([P:35]([C:36]([CH3:37])([CH3:38])[CH3:39])[c:40]1[cH:41][cH:42][cH:43][cH:44][c:45]1-[c:46]1[cH:47][cH:48][cH:49][cH:50][cH:51]1)([CH3:52])([CH3:53])[CH3:54].[CH2:61]1[O:62][CH2:63][CH2:64][O:65][CH2:66]1.[CH3:123][OH:124].[CH3:55][C:56]([CH3:57])([O-:58])[CH3:59].[Cl:125][CH2:126][Cl:127].[NH2:1][c:2]1[n:3][cH:4][cH:5][c:6](-[c:8]2[cH:9][n:10][c:11]([CH3:16])[n:12]2[CH:13]([CH3:14])[CH3:15])[n:7]1.[Na+:60].[O:105]=[C:106]([CH:107]=[CH:108][c:109]1[cH:110][cH:111][cH:112][cH:113][cH:114]1)[CH:115]=[CH:116][c:117]1[cH:118][cH:119][cH:120][cH:121][cH:122]1.[O:69]=[C:70]([CH:71]=[CH:72][c:73]1[cH:74][cH:75][cH:76][cH:77][cH:78]1)[CH:79]=[CH:80][c:81]1[cH:82][cH:83][cH:84][cH:85][cH:86]1.[O:87]=[C:88]([CH:89]=[CH:90][c:91]1[cH:92][cH:93][cH:94][cH:95][cH:96]1)[CH:97]=[CH:98][c:99]1[cH:100][cH:101][cH:102][cH:103][cH:104]1.[Pd:67].[Pd:68]>>[NH:1]([c:2]1[n:3][cH:4][cH:5][c:6](-[c:8]2[cH:9][n:10][c:11]([CH3:16])[n:12]2[CH:13]([CH3:14])[CH3:15])[n:7]1)[c:18]1[cH:19][cH:20][c:21]([N:24]2[CH2:25][CH2:26][N:27]([S:30](=[O:31])(=[O:32])[CH3:33])[CH2:28][CH2:29]2)[cH:22][cH:23]1. Reactants: O(C1=CC=CC=C1)P(=O)(OC1=CC=CC=C1)OC=1[C@@H]([C@@H]2N(C1C(=O)OCC1=CC=C(C=C1)[N+](=O)[O-])C([C@@H]2[C@@H](C)O)=O)C (p-nitrobenzyl (1R,5S,6S)-2-diphenoxyphosphoryloxy-6-[(R)-1-hydroxyethyl]-1-methyl-1-carbapen-2-em-3-carboxylate), S[C@H]1C[C@H](N(C1)C(=O)OCC1=CC=C(C=C1)[N+](=O)[O-])C1C(N(C(C1)=O)C)=O ((2S,4S)-4-mercapto-2-(N-methyl-2,5-dioxopyrrolidin-3-yl)-N-(p-nitrobenzyloxycarbonyl)pyrrolidine). The product is O[C@H](C)[C@@H]1[C@@H]2N(C(=C([C@@H]2C)S[C@H]2C[C@H](N(C2)C(=O)OCC2=CC=C(C=C2)[N+](=O)[O-])C2C(N(C(C2)=O)C)=O)C(=O)OCC2=CC=C(C=C2)[N+](=O)[O-])C1=O (p-nitrobenzyl (1R,5S,6S)-6-[(R)-1-hydroxyethyl]-1-methyl-2-[(2S,4S)-2-(N-methyl-2,5-dioxopyrrolidin-3-yl)-N-(p-nitrobenzyloxycarbonyl)pyrrolidin-4-ylthio]-1-carbapen-2-em-3-carboxylate). The yield is 50.1%. RXN SMILES: O(P(O[C:18]1[C@H:19]([CH3:42])[C@H:20]2[C@@H:37]([C@H:38]([OH:40])[CH3:39])[C:36](=[O:41])[N:21]2[C:22]=1[C:23]([O:25][CH2:26][C:27]1[CH:32]=[CH:31][C:30]([N+:33]([O-:35])=[O:34])=[CH:29][CH:28]=1)=[O:24])(OC1C=CC=CC=1)=O)C1C=CC=CC=1.[SH:43][C@@H:44]1[CH2:48][N:47]([C:49]([O:51][CH2:52][C:53]2[CH:58]=[CH:57][C:56]([N+:59]([O-:61])=[O:60])=[CH:55][CH:54]=2)=[O:50])[C@H:46]([CH:62]2[CH2:66][C:65](=[O:67])[N:64]([CH3:68])[C:63]2=[O:69])[CH2:45]1>>[OH:40][C@@H:38]([C@H:37]1[C:36](=[O:41])[N:21]2[C:22]([C:23]([O:25][CH2:26][C:27]3[CH:28]=[CH:29][C:30]([N+:33]([O-:35])=[O:34])=[CH:31][CH:32]=3)=[O:24])=[C:18]([S:43][C@@H:44]3[CH2:48][N:47]([C:49]([O:51][CH2:52][C:53]4[CH:54]=[CH:55][C:56]([N+:59]([O-:61])=[O:60])=[CH:57][CH:58]=4)=[O:50])[C@H:46]([CH:62]4[CH2:66][C:65](=[O:67])[N:64]([CH3:68])[C:63]4=[O:69])[CH2:45]3)[C@H:19]([CH3:42])[C@H:20]12)[CH3:39]. Reported procedure: The same procedure as in Example 1-1 was carried out by using p-nitrobenzyl (1R,5S,6S)-2-diphenoxyphosphoryloxy-6-[(R)-1-hydroxyethyl]-1-methyl-1-carbapen-2-em-3-carboxylate(500 mg, 0.84 mmol) and (2S,4S)-4-mercapto-2-(N-methyl-2,5-dioxopyrrolidin-3-yl)-N-(p-nitrobenzyloxycarbonyl)pyrrolidine diastereomer A (330 mg, 0.84 mmol, compound of Reference Example 8) to obtain p-nitrobenzyl (1R,5S,6S)-6-[(R)-1-hydroxyethyl]-1-methyl-2-[(2S,4S)-2-(N-methyl-2,5-dioxopyrrolidin-3-yl)-N-(p-nitrobenzyloxycar... Starting materials: C(CCC)[Mg]CCCC (di-n-butyl magnesium), C(C)[Al](CC)CC (tri-ethyl aluminum). Solvent: CCCCCCC (n-heptane), CCCCCCC (n-heptane). Yields the product C(CCC)[Mg]CC (n-butyl ethyl magnesium), C(C)[Al](CC)CC (tri-ethyl aluminum). RXN SMILES: [CH2:1]([Mg:5][CH2:6][CH2:7]CC)[CH2:2][CH2:3][CH3:4].[CH2:10]([Al:12]([CH2:15][CH3:16])[CH2:13][CH3:14])[CH3:11]>CCCCCCC>[CH2:1]([Mg:5][CH2:6][CH3:7])[CH2:2][CH2:3][CH3:4].[CH2:10]([Al:12]([CH2:15][CH3:16])[CH2:13][CH3:14])[CH3:11]. Procedure details: In this case, the n-heptane solution of the complex consisting of di-n-butyl magnesium and tri-ethyl aluminum which was used in Example 51 was replaced with a reaction product obtained from 161 ml of an n-heptane solution of n-butyl ethyl magnesium (manufactured by Texas Alkyls Inc. of U.S.A., MAGALABEM, Mg concentration 0.65 mol/liter) and 4.3 ml of tri-ethyl aluminum. With the exception of this, a catalytic component was prepared and propylene was polymerized in exactly the same manner as in E...